This data is from the Open Reaction Database (ORD), a public repository of structured organic reaction records. The task is: describe an organic reaction: reactants, conditions, products, and yield The reactants are ClC1=NC=CC(=C1F)N (2-chloro-3-fluoro-pyridin-4-amine), [Li+].C[Si](C)(C)[N-][Si](C)(C)C (LiHMDS), ClC1=C(C(=O)Cl)C(=CC(=C1)I)F (2-chloro-6-fluoro-4-iodo-benzoyl chloride). Solvent: C1CCOC1 (THF), C1CCOC1 (THF), C1CCOC1 (THF). Reaction conditions: time 1 hour. The product is ClC1=C(C(=O)NC2=C(C(=NC=C2)Cl)F)C(=CC(=C1)I)F (2-Chloro-N-(2-chloro-3-fluoropyridin-4-yl)-6-fluoro-4-iodobenzamide). The yield is 76.7%. RXN SMILES: [Cl:1][C:2]1[C:7]([F:8])=[C:6]([NH2:9])[CH:5]=[CH:4][N:3]=1.[Li+].C[Si]([N-][Si](C)(C)C)(C)C.[Cl:20][C:21]1[CH:29]=[C:28]([I:30])[CH:27]=[C:26]([F:31])[C:22]=1[C:23](Cl)=[O:24]>C1COCC1>[Cl:20][C:21]1[CH:29]=[C:28]([I:30])[CH:27]=[C:26]([F:31])[C:22]=1[C:23]([NH:9][C:6]1[CH:5]=[CH:4][N:3]=[C:2]([Cl:1])[C:7]=1[F:8])=[O:24] |f:1.2|. Procedure: To a solution of 2-chloro-3-fluoro-pyridin-4-amine (3.31 g, 22.6 mmol) in THF (50 mL) at 0° C. was slowly added LiHMDS in THF (1.0 M, 45 mL). The mixture was warmed to room temperature and allowed to stir for 1 hour. It was then cooled to −78° C. A THF solution of 2-chloro-6-fluoro-4-iodo-benzoyl chloride (15.1 mmol, 15 mL) was added dropwise. The mixture was stirred at −78° C. for 1 hour. The reaction was then quenched with sat. NH4Cl, extracted with EtOAc (3×). The combined organics were dried...